From a dataset of the Open Reaction Database (ORD), a public repository of structured organic reaction records. describe an organic reaction: reactants, conditions, products, and yield Starting materials: C[Si](C)(C)c1cc(C(=O)O)c(Cl)c(C(F)(F)F)c1F, [F-], [K+], C1CCOC1, O. The product is O=C(O)c1ccc(F)c(C(F)(F)F)c1Cl. As a reaction SMILES: [Cl:3][c:4]1[c:5]([C:6](=[O:7])[OH:8])[cH:9][c:10]([Si:18]([CH3:19])([CH3:20])[CH3:21])[c:11]([F:17])[c:12]1[C:13]([F:14])([F:15])[F:16].[F-:1].[K+:2].[O:23]1[CH2:24][CH2:25][CH2:26][CH2:27]1.[OH2:22]>>[Cl:3][c:4]1[c:5]([C:6](=[O:7])[OH:8])[cH:9][cH:10][c:11]([F:17])[c:12]1[C:13]([F:14])([F:15])[F:16]. Starting materials: Cl.ClC=1C=C(C=CC1)N1N=C(C=C1CN)C(F)(F)F ((1-(3-chlorophenyl)-3-(trifluoromethyl)-1H-pyrazol-5-yl)methanamine hydrochloride), TEA, FC=1C=C(C=CC1C1(COC1)O)NC(OC1=CC=CC=C1)=O (phenyl 3-fluoro-4-(3-hydroxyoxetan-3-yl)phenylcarbamate). Solvent: C(Cl)Cl (DCM). Run at time 16 hour. Product: ClC=1C=C(C=CC1)N1N=C(C=C1CNC(=O)NC1=CC(=C(C=C1)C1(COC1)O)F)C(F)(F)F (1-((1-(3-chlorophenyl)-3-(trifluoromethyl)-1H-pyrazol-5-yl)methyl)-3-(3-fluoro-4-(3-hydroxyoxetan-3-yl)phenyl)urea). Isolated yield 23.4%. As a reaction SMILES: Cl.[Cl:2][C:3]1[CH:4]=[C:5]([N:9]2[C:13]([CH2:14][NH2:15])=[CH:12][C:11]([C:16]([F:19])([F:18])[F:17])=[N:10]2)[CH:6]=[CH:7][CH:8]=1.[F:20][C:21]1[CH:22]=[C:23]([NH:32][C:33](=O)[O:34]C2C=CC=CC=2)[CH:24]=[CH:25][C:26]=1[C:27]1([OH:31])[CH2:30][O:29][CH2:28]1>C(Cl)Cl>[Cl:2][C:3]1[CH:4]=[C:5]([N:9]2[C:13]([CH2:14][NH:15][C:33]([NH:32][C:23]3[CH:24]=[CH:25][C:26]([C:27]4([OH:31])[CH2:30][O:29][CH2:28]4)=[C:21]([F:20])[CH:22]=3)=[O:34])=[CH:12][C:11]([C:16]([F:17])([F:18])[F:19])=[N:10]2)[CH:6]=[CH:7][CH:8]=1 |f:0.1|. Reported procedure: To a stirred solution of (1-(3-chlorophenyl)-3-(trifluoromethyl)-1H-pyrazol-5-yl)methanamine hydrochloride (0.206 mg, 0.66 mmol, 1.0 eq) in DCM (5 mL) was added TEA (0.13 g, 1.32 mmol, 2.0 eq) followed by phenyl 3-fluoro-4-(3-hydroxyoxetan-3-yl)phenylcarbamate (0.2 g, 0.66 mmol, 1.0 eq) at RT and stirred for 16 h. The reaction mixture was extracted with DCM (20 mL), washed with water (15 mL), brine (15 mL), dried over anhydrous Na2SO4 and evaporated under vacuum. Crude product was purified by CC... The reactants are NC1=NC(=C(C(=N1)C=1OC=CC1)C#N)C(=C)C (2-amino-4-furan-2-yl-6-isopropenyl-pyrimidine-5-carbonitrile), [H][H] (hydrogen). Product: NC1=NC(=C(C(=N1)C=1OC=CC1)C#N)C(C)C (2-Amino-4-furan-2-yl-6-isopropyl-pyrimidine-5-carbonitrile). Reagents/catalysts: [Pd] (palladium on charcoal). As a reaction SMILES: [NH2:1][C:2]1[N:7]=[C:6]([C:8]2[O:9][CH:10]=[CH:11][CH:12]=2)[C:5]([C:13]#[N:14])=[C:4]([C:15]([CH3:17])=[CH2:16])[N:3]=1.[H][H]>[Pd].C1COCC1>[NH2:1][C:2]1[N:7]=[C:6]([C:8]2[O:9][CH:10]=[CH:11][CH:12]=2)[C:5]([C:13]#[N:14])=[C:4]([CH:15]([CH3:17])[CH3:16])[N:3]=1. Run in C1CCOC1 (THF). Procedure details: From 2-amino-4-furan-2-yl-6-isopropenyl-pyrimidine-5-carbonitrile, hydrogen and palladium on charcoal in THF. ES-MS m/e (%): 229 (M+H+, 100). Reactants: C(C)(=O)[O-].[Na+] (sodium acetate), mixture, C(C)(=O)O (acetic acid), C([C@@H]1[C@H]([C@@H]([C@H]([C@H](O1)O[C@@H]2[C@H](O[C@H]([C@@H]([C@H]2O)O)O)CO)O)O)O)O (maltose), Br.C(C)(=O)O (HBr acetic acid), C(C)(=O)O (acetic acid), Br.C(C)(=O)O (HBr acetic acid), C(C)(=O)OC(C)=O (acetic anhydride), CC(=O)OC[C@@H]1[C@H]([C@H](C=CO1)OC(=O)C)O[C@@H]2[C@@H]([C@H]([C@@H]([C@H](O2)COC(=O)C)OC(=O)C)OC(=O)C)OC(=O)C (hexa-O-acetyl-maltal), C([C@@H]1[C@H]([C@@H]([C@H]([C@H](O1)O[C@@H]2[C@H](O[C@H]([C@@H]([C@H]2O)O)O)CO)O)O)O)O.O (Maltose monohydrate), O=C[C@H](O)[C@@H](O)[C@H](O)[C@H](O)CO (glucose). The reagents and catalysts are [Zn] (zinc), [O-]S(=O)(=O)[O-].[Cu+2] (CuSO4). The solvent is O (water). Conditions: time 1 hour. Product: CC(=O)OC[C@@H]1[C@H]([C@H](C=CO1)OC(=O)C)O[C@@H]2[C@@H]([C@H]([C@@H]([C@H](O2)COC(=O)C)OC(=O)C)OC(=O)C)OC(=O)C (hexa-O-acetyl-maltal), C(C)(=O)O[C@@H]1C=CO[C@@H]([C@H]1OC(C)=O)COC(C)=O (tri-O-acetyl-glucal). Yield: 88.0%. Reaction SMILES: [CH3:1][C:2]([O:4][CH2:5][C@H:6]1[O:11][CH:10]=[CH:9][C@H:8]([O:12][C:13]([CH3:15])=[O:14])[C@@H:7]1[O:16][C@H:17]1[O:22][C@H:21]([CH2:23][O:24][C:25]([CH3:27])=[O:26])[C@@H:20]([O:28][C:29]([CH3:31])=[O:30])[C@H:19]([O:32][C:33]([CH3:35])=[O:34])[C@H:18]1[O:36][C:37]([CH3:39])=[O:38])=[O:3].C(O)[C@H]1O[C@H](O[C@H]2[C@H](O)[C@@H](O)[C@H](O)O[C@@H]2CO)[C@H](O)[C@@H](O)[C@@H]1O.O.C(O)[C@H]1O[C@H](O[C@H]2[C@H](O)[C@@H](O)[C@H](O)O[C@@H]2CO)[C@H](O)[C@@H](O)[C@@H]1O.O=C[C@@H]([C@H]([C@@H]([C@@H](CO)O)O)O)O.C(OC(=O)C)(=O)C.Br.C(O)(=O)C.C([O-])(=O)C.[Na+].C(O)(=O)C>[O-]S([O-])(=O)=O.[Cu+2].[Zn].O>[CH3:1][C:2]([O:4][CH2:5][C@H:6]1[O:11][CH:10]=[CH:9][C@H:8]([O:12][C:13]([CH3:15])=[O:14])[C@@H:7]1[O:16][C@H:17]1[O:22][C@H:21]([CH2:23][O:24][C:25]([CH3:27])=[O:26])[C@@H:20]([O:28][C:29]([CH3:31])=[O:30])[C@H:19]([O:32][C:33]([CH3:35])=[O:34])[C@H:18]1[O:36][C:37]([CH3:39])=[O:38])=[O:3].[C:13]([O:12][C@H:8]1[C@H:7]([O:16][C:17](=[O:22])[CH3:18])[C@@H:6]([CH2:5][O:4][C:2](=[O:3])[CH3:1])[O:11][CH:10]=[CH:9]1)(=[O:14])[CH3:15] |f:1.2,6.7,8.9,11.12|. Procedure details: This example describes the synthesis of hexa-O-acetyl-maltal, which is not commercially available. This procedure has the advantage of using the same solvent for the entire workup. Maltose monohydrate (1.00 g of a mixture of 90% maltose, 10% glucose and maltatriose) was suspended in a solution of acetic acid (10 mL) and acetic anhydride (2.83 g, 10.0 equiv) and 1.00 g of a 31% HBr/acetic acid solution was added. The reaction mixture stirred for 1 h, after which 9.00 g more of a 31% HBr/acetic ac... The reactants are [N+](=O)([O-])C1=C(CCl)C=CC=C1 (2-Nitrobenzylchloride), [N-]=[N+]=[N-].[Na+] (sodium azide). Solvent: C(C)O (ethanol). Yields the product [N+](=O)([O-])C1=C(CN=[N+]=[N-])C=CC=C1 (2-nitrobenzylazide). Reaction SMILES: [N+:1]([C:4]1[CH:11]=[CH:10][CH:9]=[CH:8][C:5]=1[CH2:6]Cl)([O-:3])=[O:2].[N-:12]=[N+:13]=[N-:14].[Na+]>C(O)C>[N+:1]([C:4]1[CH:11]=[CH:10][CH:9]=[CH:8][C:5]=1[CH2:6][N:12]=[N+:13]=[N-:14])([O-:3])=[O:2] |f:1.2|. Reported procedure: 2-Nitrobenzylchloride dissolved in ethanol is heated at reflux with a 10% molar excess of sodium azide for from six to eight hours. Insoluble salts are removed by filtration, the ethanol removed, and the resultant oil is dissolved in diethyl ether. Additional insoluble material is removed by filtration and 2-nitrobenzylazide is obtained as a pale yellow oil by removal of the diethyl ether. Reactants: [K] (potassium), CC1=NN2C(C=CC=C2)=C1 (2-Methylpyrazolo[1,5-a]pyridine), CN(C(=O)Cl)C (N,N-dimethylcarbamoyl chloride), ice water, [Cl-].[Al+3].[Cl-].[Cl-] (Aluminum chloride). Product: CN(C(=O)C=1C(=NN2C1C=CC=C2)C)C (3-(N,N-dimethylcarbamoyl)-2-methylpyrazolo[1,5-a]pyridine). The yield is 32.5%. As a reaction SMILES: [CH3:1][C:2]1[CH:10]=[C:5]2[CH:6]=[CH:7][CH:8]=[CH:9][N:4]2[N:3]=1.[Cl-].[Al+3].[Cl-].[Cl-].[K].[CH3:16][N:17]([CH3:21])[C:18](Cl)=[O:19]>>[CH3:16][N:17]([CH3:21])[C:18]([C:10]1[C:2]([CH3:1])=[N:3][N:4]2[CH:9]=[CH:8][CH:7]=[CH:6][C:5]=12)=[O:19] |f:1.2.3.4,^1:14|. Procedure: 2-Methylpyrazolo[1,5-a]pyridine (3.6g) was dissolved in N,N-dimethylcarbamoyl chloride (10.8g). Aluminum chloride (8.0g) was added to the resulting solution and the mixture was heated at 130° for 3 hr and poured into ice water. The solution was made basic with potassium hydroxied solution and extracted with chloroform. The chloroform solution was dried over sodium sulfate and concentrated. The residue was distilled to give 1.8g of the objective product, bp 149°-150° (2 mmHg). Yield 32%.